Dataset: the Open Reaction Database (ORD), a public repository of structured organic reaction records. Task: describe an organic reaction: reactants, conditions, products, and yield Reported procedure: Following the procedure for 5-(1-Piperidin-4-yl-1H-pyrazol-4-yl)-3-(7-trifluoromethoxy-isoquinolin-3-yl)-pyridin-2-ylamine trihydrochloride, using trifluoromethanesulfonic acid 6-fluoroisoquinolin-3-yl ester, the title compound was obtained as a yellow solid. 1H NMR (400 MHz, CD3OD): δ=2.27-2.39 (m, 4H), 3.18-3.26 (m, 2H), 3.51-3.60 (m, 2H), 4.57-4.70 (m, 1H), 7.79-7.86 (m, 1H), 7.96-8.04 (m, 2H), 8.36 (s, 1H), 8.40 (s, 1H), 8.56 (dd, J=9.2, 5.4 Hz, 1H), 8.70 (s, 1H), 8.74 (s, 1H), 9.77 (s, 1H).... The product is FC=1C=C2C=C(N=CC2=CC1)C=1C(=NC=C(C1)C=1C=NN(C1)C1CCNCC1)N (3-(6-Fluoroisoquinolin-3-yl)-5-(1-piperidin-4-yl-1H-pyrazol-4-yl)-pyridin-2-ylamine). Starting materials: Cl.Cl.Cl.N1CCC(CC1)N1N=CC(=C1)C=1C=C(C(=NC1)N)C=1N=CC2=CC(=CC=C2C1)OC(F)(F)F (5-(1-Piperidin-4-yl-1H-pyrazol-4-yl)-3-(7-trifluoromethoxy-isoquinolin-3-yl)-pyridin-2-ylamine trihydrochloride), FC=1C=C2C=C(N=CC2=CC1)OS(=O)(=O)C(F)(F)F (trifluoromethanesulfonic acid 6-fluoroisoquinolin-3-yl ester). As a reaction SMILES: Cl.Cl.Cl.[NH:4]1[CH2:9][CH2:8][CH:7]([N:10]2[CH:14]=[C:13]([C:15]3[CH:16]=[C:17]([C:22]4[N:23]=[CH:24][C:25]5[C:30]([CH:31]=4)=[CH:29][CH:28]=[C:27](OC(F)(F)F)[CH:26]=5)[C:18]([NH2:21])=[N:19][CH:20]=3)[CH:12]=[N:11]2)[CH2:6][CH2:5]1.[F:37]C1C=C2C(=CC=1)C=NC(OS(C(F)(F)F)(=O)=O)=C2>>[F:37][C:28]1[CH:29]=[C:30]2[C:25](=[CH:26][CH:27]=1)[CH:24]=[N:23][C:22]([C:17]1[C:18]([NH2:21])=[N:19][CH:20]=[C:15]([C:13]3[CH:12]=[N:11][N:10]([CH:7]4[CH2:6][CH2:5][NH:4][CH2:9][CH2:8]4)[CH:14]=3)[CH:16]=1)=[CH:31]2 |f:0.1.2.3|. Reactants: N,N'-Carbonyldiimidazole, C1(=CC=C(C=C1)CC(=O)O)CC(=O)O (1,4-phenylenediacetic acid), CNC (dimethylamine). The solvent is C(=O)([O-])[O-].[K+].[K+] (K2CO3), CN(C=O)C (dimethylformamide). Conditions: time 3 hour. Yields the product CN(C(CC1=CC=C(C=C1)CC(=O)O)=O)C (4-[2-(Dimethylamino)-2-oxoethyl]benzeneacetic acid). The yield is 8.5%. Reaction SMILES: [C:1]1([CH2:11][C:12]([OH:14])=O)[CH:6]=[CH:5][C:4]([CH2:7][C:8]([OH:10])=[O:9])=[CH:3][CH:2]=1.[CH3:15][NH:16][CH3:17]>CN(C)C=O.C([O-])([O-])=O.[K+].[K+]>[CH3:15][N:16]([CH3:17])[C:12](=[O:14])[CH2:11][C:1]1[CH:6]=[CH:5][C:4]([CH2:7][C:8]([OH:10])=[O:9])=[CH:3][CH:2]=1 |f:3.4.5|. Reported procedure: N,N'-Carbonyldiimidazole (11.4 g) was added to a stirred solution of 1,4-phenylenediacetic acid (11.4 g) in dry dimethylformamide (300 ml) under an atmosphere of nitrogen. The mixture was stirred at 20° for 2 h as dimethylamine gas (about 10 g) was bubbled through. The reaction mixture was then stirred at 20° for 3 h and evaporated in vacuo to leave a brown oil which was diluted with saturated K2CO3 solution (50 ml). The resulting mixture was evaporated in vacuo to leave an off-white solid which... The reactants are CC(=O)Nc1nc2c(ncn2COC(CO)COCc2ccccc2)c(=O)[nH]1, CCOCC, CO, [NH4+], [OH-]. Product: Nc1nc2c(ncn2COC(CO)COCc2ccccc2)c(=O)[nH]1. As a reaction SMILES: [C:1](=[O:2])([CH3:3])[NH:4][c:5]1[nH:6][c:7](=[O:28])[c:8]2[n:9][cH:10][n:11]([CH2:14][O:15][CH:16]([CH2:17][O:18][CH2:19][c:20]3[cH:21][cH:22][cH:23][cH:24][cH:25]3)[CH2:26][OH:27])[c:12]2[n:13]1.[CH2:31]([O:32][CH2:33][CH3:34])[CH3:35].[CH3:36][OH:37].[NH4+:29].[OH-:30]>>[NH2:4][c:5]1[nH:6][c:7](=[O:28])[c:8]2[n:9][cH:10][n:11]([CH2:14][O:15][CH:16]([CH2:17][O:18][CH2:19][c:20]3[cH:21][cH:22][cH:23][cH:24][cH:25]3)[CH2:26][OH:27])[c:12]2[n:13]1. Starting materials: NC1=C(C#N)C=C(C=C1C#CC(C)(C)C)[N+](=O)[O-] (2-amino-3-(3,3-dimethylbut-1-ynyl)-5-nitrobenzonitrile), CCCC[N+](CCCC)(CCCC)CCCC.[F-] (TBAF). The solvent is C1CCOC1 (THF). The product is C(C)(C)(C)C=1NC2=C(C=C(C=C2C1)[N+](=O)[O-])C#N (2-tert-Butyl-5-nitro-1H-indole-7-carbonitrile). Yield: 51.1%. RXN SMILES: [NH2:1][C:2]1[C:9]([C:10]#[C:11][C:12]([CH3:15])([CH3:14])[CH3:13])=[CH:8][C:7]([N+:16]([O-:18])=[O:17])=[CH:6][C:3]=1[C:4]#[N:5].CCCC[N+](CCCC)(CCCC)CCCC.[F-]>C1COCC1>[C:12]([C:11]1[NH:1][C:2]2[C:9]([CH:10]=1)=[CH:8][C:7]([N+:16]([O-:18])=[O:17])=[CH:6][C:3]=2[C:4]#[N:5])([CH3:15])([CH3:13])[CH3:14] |f:1.2|. Procedure details: To a solution of 2-amino-3-(3,3-dimethylbut-1-ynyl)-5-nitrobenzonitrile (1.7 g, 7.0 mmol) in THF (35 mL) was added TBAF (9.5 g, 28 mmol) at room temperature. The mixture was heated at reflux overnight. The reaction mixture was cooled and the THF was removed under reduced pressure. Water (50 ml) was added to the residue and the mixture was extracted with EtOAc. The organics were dried over Na2SO4 and the solvent was evaporated under vacuum to obtain 0.87 g of crude product 2-tert-butyl-5-nitro-1H... Reactants: BrCC1=NC2=CC(=C(C=C2C(=C1C(CCCCC)=O)C1=CC(=C(C=C1)OC)OC)OC)OC (2-bromomethyl-4-(3,4-dimethoxyphenyl)-3-hexanoyl-6,7-dimethoxyquinoline), SC=1N(C=CN1)C (2-mercapto-1-methylimidazole). The product is COC=1C=C(C=CC1OC)C1=C(C(=NC2=CC(=C(C=C12)OC)OC)CSC=1N(C=CN1)C)C(CCCCC)=O (4-(3,4-dimethoxyphenyl)-3-hexanoyl-6,7-dimethoxy-2-[(1-methylimidazol-2-yl)thiomethyl]quinoline). As a reaction SMILES: Br[CH2:2][C:3]1[C:12]([C:13](=[O:19])[CH2:14][CH2:15][CH2:16][CH2:17][CH3:18])=[C:11]([C:20]2[CH:25]=[CH:24][C:23]([O:26][CH3:27])=[C:22]([O:28][CH3:29])[CH:21]=2)[C:10]2[C:5](=[CH:6][C:7]([O:32][CH3:33])=[C:8]([O:30][CH3:31])[CH:9]=2)[N:4]=1.[SH:34][C:35]1[N:36]([CH3:40])[CH:37]=[CH:38][N:39]=1>>[CH3:29][O:28][C:22]1[CH:21]=[C:20]([C:11]2[C:10]3[C:5](=[CH:6][C:7]([O:32][CH3:33])=[C:8]([O:30][CH3:31])[CH:9]=3)[N:4]=[C:3]([CH2:2][S:34][C:35]3[N:36]([CH3:40])[CH:37]=[CH:38][N:39]=3)[C:12]=2[C:13](=[O:19])[CH2:14][CH2:15][CH2:16][CH2:17][CH3:18])[CH:25]=[CH:24][C:23]=1[O:26][CH3:27]. Procedure: According to the same manner as that described in Example 4, 2-bromomethyl-4-(3,4-dimethoxyphenyl)-3-hexanoyl-6,7-dimethoxyquinoline was reacted with 2-mercapto-1-methylimidazole to give 4-(3,4-dimethoxyphenyl)-3-hexanoyl-6,7-dimethoxy-2-[(1-methylimidazol-2-yl)thiomethyl]quinoline. This compound was recrystallized from ethanol to give colorless prisms. mp. 128°-129° C. Reactants: [I-], [Li+], COC(=O)C1(O)C(=O)Nc2cccc([N+](=O)[O-])c2CC1c1ccc(OC)cc1, O, c1ccncc1. Yields the product COc1ccc(C2Cc3c(cccc3[N+](=O)[O-])NC(=O)C2O)cc1. As a reaction SMILES: [I-:35].[Li+:36].[N+:1](=[O:2])([O-:3])[c:4]1[cH:5][cH:6][cH:7][c:8]2[c:9]1[CH2:10][CH:11]([c:21]1[cH:22][cH:23][c:24]([O:27][CH3:28])[cH:25][cH:26]1)[C:12]([C:16]([O:17][CH3:18])=[O:19])([OH:20])[C:13](=[O:15])[NH:14]2.[OH2:37].[cH:29]1[cH:30][cH:31][n:32][cH:33][cH:34]1>>[N+:1](=[O:2])([O-:3])[c:4]1[cH:5][cH:6][cH:7][c:8]2[c:9]1[CH2:10][CH:11]([c:21]1[cH:22][cH:23][c:24]([O:27][CH3:28])[cH:25][cH:26]1)[CH:12]([OH:20])[C:13](=[O:15])[NH:14]2. The reactants are N(=NC(=O)OCC)C(=O)OCC (diethyl azodicarboxylate), CN1C[C@H]([C@H](CC1)O)C1=CC=CC=C1 (cis-1-methyl-3-phenyl-4-piperidinol), C1(=CC=CC=C1)P(C1=CC=CC=C1)C1=CC=CC=C1 (triphenylphosphine), FC=1C=C(C=CC1)O (3-fluorophenol), C(\C=C\C(=O)O)(=O)O (fumaric acid). Solvent: C1=CC=CC=C1 (benzene), C1=CC=CC=C1 (benzene), CCOCC (ether), CCOCC (ether), C(C)O (ethanol). Reaction conditions: time 18 hour. The product is C(\C=C\C(=O)O)(=O)O.FC=1C=C(O[C@H]2[C@@H](CN(CC2)C)C2=CC=CC=C2)C=CC1 (trans-4-(3-fluorophenoxy)1-methyl-3-phenylpiperidine fumarate). Reaction SMILES: N(C(OCC)=O)=NC(OCC)=O.[CH3:13][N:14]1[CH2:19][CH2:18][C@H:17]([OH:20])[C@H:16]([C:21]2[CH:26]=[CH:25][CH:24]=[CH:23][CH:22]=2)[CH2:15]1.C1(P(C2C=CC=CC=2)C2C=CC=CC=2)C=CC=CC=1.[F:46][C:47]1[CH:48]=[C:49](O)[CH:50]=[CH:51][CH:52]=1.[C:54]([OH:61])(=[O:60])/[CH:55]=[CH:56]/[C:57]([OH:59])=[O:58]>C1C=CC=CC=1.CCOCC.C(O)C>[C:54]([OH:61])(=[O:60])/[CH:55]=[CH:56]/[C:57]([OH:59])=[O:58].[F:46][C:47]1[CH:52]=[C:51]([CH:50]=[CH:49][CH:48]=1)[O:20][C@@H:17]1[CH2:18][CH2:19][N:14]([CH3:13])[CH2:15][C@H:16]1[C:21]1[CH:26]=[CH:25][CH:24]=[CH:23][CH:22]=1 |f:8.9|. Procedure details: A solution of 4.79 g of diethyl azodicarboxylate in 125 ml of benzene is added, over a 90 minute period and at 5° C. under a nitrogen atmosphere, to a mixture of 4.72 g of cis-1-methyl-3-phenyl-4-piperidinol, 7.21 g of triphenylphosphine, 3.08 g of 3-fluorophenol and 125 ml of dry benzene. After stirring 18 hours at room temperature, the solid is filtered off and washed well with hexane. The filtrate is concentrated in vacuo to an oil, which is stirred 18 hours with hexane. The resulting mixture... Yields the product [Si](C)(C)(C(C)(C)C)OCCN1C([C@H](CCCC1)NC(OC(C)(C)C)=O)=O ((S)-tert-butyl 1-(2-(tert-butyldimethylsilyloxy)ethyl)-2-oxoazepan-3-ylcarbamate). The reactants are O=C1NCCCC[C@@H]1NC(OC(C)(C)C)=O ((S)-tert-butyl 2-oxoazepan-3-ylcarbamate), BrCCO[Si](C)(C)C(C)(C)C ((2-bromoethoxy)(tert-butyl)dimethylsilane). Reported procedure: (S)-tert-butyl 1-(2-(tert-butyldimethylsilyloxy)ethyl)-2-oxoazepan-3-ylcarbamate was prepared from compound (S)-tert-butyl 2-oxoazepan-3-ylcarbamate (Example 8) and (2-bromoethoxy)(tert-butyl)dimethylsilane according to the general procedure of Example 9. The crude product was purified by column chromatography, eluting with 25% ethyl acetate/hexanes, to provide compound (2f) in 48% yield. RXN SMILES: [O:1]=[C:2]1[C@@H:8]([NH:9][C:10](=[O:16])[O:11][C:12]([CH3:15])([CH3:14])[CH3:13])[CH2:7][CH2:6][CH2:5][CH2:4][NH:3]1.Br[CH2:18][CH2:19][O:20][Si:21]([C:24]([CH3:27])([CH3:26])[CH3:25])([CH3:23])[CH3:22]>>[Si:21]([O:20][CH2:19][CH2:18][N:3]1[CH2:4][CH2:5][CH2:6][CH2:7][C@H:8]([NH:9][C:10](=[O:16])[O:11][C:12]([CH3:13])([CH3:15])[CH3:14])[C:2]1=[O:1])([C:24]([CH3:27])([CH3:26])[CH3:25])([CH3:23])[CH3:22]. Reactants: ClCCCl, CS(C)=O, CCOC(=O)c1ccc(N)c(Cl)c1. Product: Nc1ccc(C(=O)O)cc1Cl. As a reaction SMILES: [CH2:1]([Cl:2])[CH2:3][Cl:4].[CH3:18][S:19](=[O:20])[CH3:21].[NH2:5][c:6]1[c:7]([Cl:17])[cH:8][c:9]([C:10](=[O:11])[O:12][CH2:13][CH3:14])[cH:15][cH:16]1>>[NH2:5][c:6]1[c:7]([Cl:17])[cH:8][c:9]([C:10](=[O:11])[OH:12])[cH:15][cH:16]1.